From a dataset of the Open Reaction Database (ORD), a public repository of structured organic reaction records. describe an organic reaction: reactants, conditions, products, and yield Reactants: ClCCCl, CCN(C(C)C)C(C)C, [Cl-], NCC1(c2ccc(Br)cc2)c2ccccc2-c2[nH+]ccn21, CN(C)C=O, O=C(O)C1CCCCC1. Product: O=C(NCC1(c2ccc(Br)cc2)c2ccccc2-c2nccn21)C1CCCCC1. As a reaction SMILES: [CH2:23]([Cl:24])[CH2:25][Cl:26].[CH:27]([N:28]([CH2:29][CH3:30])[CH:31]([CH3:32])[CH3:33])([CH3:34])[CH3:35].[Cl-:1].[NH2:2][CH2:3][C:4]1([c:16]2[cH:17][cH:18][c:19]([Br:22])[cH:20][cH:21]2)[n:5]2[c:6]([nH+:13][cH:14][cH:15]2)-[c:7]2[cH:8][cH:9][cH:10][cH:11][c:12]21.[O:45]=[CH:46][N:47]([CH3:48])[CH3:49].[OH:36][C:37](=[O:38])[CH:39]1[CH2:40][CH2:41][CH2:42][CH2:43][CH2:44]1>>[NH:2]([CH2:3][C:4]1([c:16]2[cH:17][cH:18][c:19]([Br:22])[cH:20][cH:21]2)[n:5]2[c:6]([n:13][cH:14][cH:15]2)-[c:7]2[cH:8][cH:9][cH:10][cH:11][c:12]21)[C:37](=[O:36])[CH:39]1[CH2:40][CH2:41][CH2:42][CH2:43][CH2:44]1. Starting materials: ClCCl, OC(c1cn(C(c2ccccc2)(c2ccccc2)c2ccccc2)cn1)c1cccnc1F. RXN SMILES: [Cl:34][CH2:35][Cl:36].[F:1][c:2]1[n:3][cH:4][cH:5][cH:6][c:7]1[CH:8]([OH:9])[c:10]1[n:11][cH:12][n:13]([C:15]([c:16]2[cH:17][cH:18][cH:19][cH:20][cH:21]2)([c:22]2[cH:23][cH:24][cH:25][cH:26][cH:27]2)[c:28]2[cH:29][cH:30][cH:31][cH:32][cH:33]2)[cH:14]1>>[F:1][c:2]1[n:3][cH:4][cH:5][cH:6][c:7]1[C:8](=[O:9])[c:10]1[n:11][cH:12][n:13]([C:15]([c:16]2[cH:17][cH:18][cH:19][cH:20][cH:21]2)([c:22]2[cH:23][cH:24][cH:25][cH:26][cH:27]2)[c:28]2[cH:29][cH:30][cH:31][cH:32][cH:33]2)[cH:14]1. Yields the product O=C(c1cn(C(c2ccccc2)(c2ccccc2)c2ccccc2)cn1)c1cccnc1F. The reactants are 2p-toluenesulfonic acid, N[C@@H](CC1=CNC=N1)C(=O)N[C@@H](CC(C)C)C=NNC(=O)N (L-histidyl-L-leucinal semicarbazone), C(C1=CC=CC=C1)C(C(=O)O)CNC(CC1=CC=CC2=CC=CC=C12)=O ((±)-2-benzyl-3-(1-naphthylacetamido)propionic acid), C(=O)(N1C=NC=C1)N1C=NC=C1 (1,1'-carbonyldiimidazole), ClCCl (dichloromethane). Reaction SMILES: [CH2:1]([CH:8]([CH2:12][NH:13][C:14](=[O:26])[CH2:15][C:16]1[C:25]2[C:20](=[CH:21][CH:22]=[CH:23][CH:24]=2)[CH:19]=[CH:18][CH:17]=1)[C:9](O)=[O:10])[C:2]1[CH:7]=[CH:6][CH:5]=[CH:4][CH:3]=1.C(N1C=CN=C1)(N1C=CN=C1)=O.ClCCl.[NH2:42][C@H:43]([C:50]([NH:52][C@H:53]([CH:58]=[N:59][NH:60][C:61]([NH2:63])=[O:62])[CH2:54][CH:55]([CH3:57])[CH3:56])=[O:51])[CH2:44][C:45]1[N:49]=[CH:48][NH:47][CH:46]=1>CN(C)C=O.C(N(CC)CC)C>[CH2:1]([CH:8]([CH2:12][NH:13][C:14](=[O:26])[CH2:15][C:16]1[C:25]2[C:20](=[CH:21][CH:22]=[CH:23][CH:24]=2)[CH:19]=[CH:18][CH:17]=1)[C:9]([NH:42][C@H:43]([C:50]([NH:52][C@H:53]([CH:58]=[N:59][NH:60][C:61]([NH2:63])=[O:62])[CH2:54][CH:55]([CH3:57])[CH3:56])=[O:51])[CH2:44][C:45]1[N:49]=[CH:48][NH:47][CH:46]=1)=[O:10])[C:2]1[CH:3]=[CH:4][CH:5]=[CH:6][CH:7]=1. Reaction conditions: time 1 hour. Yield: 11.7%. Procedure details: A mixture of 139 mg of (±)-2-benzyl-3-(1-naphthylacetamido)propionic acid and 65 mg of 1,1'-carbonyldiimidazole was added to 5 ml of dry dichloromethane, and the mixture was stirred for 1 hour at room temperature. The reaction mixture was added to a solution of 261 mg of L-histidyl-L-leucinal semicarbazone.2p-toluenesulfonic acid salt and 0.11 ml of triethylamine in 3 ml of dry N,N-dimethylformamide, and the mixture was stirred overnight at room temperature. The reaction mixture was concentrated... Product: C(C1=CC=CC=C1)C(C(=O)N[C@@H](CC1=CNC=N1)C(=O)N[C@@H](CC(C)C)C=NNC(=O)N)CNC(CC1=CC=CC2=CC=CC=C12)=O (N-[(±)-2-benzyl-3-(1-naphthylacetamido)propionyl]-L-histidyl-L-leucinal semicarbazone). The solvent is CN(C=O)C (N,N-dimethylformamide), C(C)N(CC)CC (triethylamine).